This data is from the Open Reaction Database (ORD), a public repository of structured organic reaction records. The task is: describe an organic reaction: reactants, conditions, products, and yield Reactants: C[C@H](C=1C=CC=C2C1C=CC=C2)NCCCC=3C=CC=C(C3)C(F)(F)F.Cl (cinacalcet hydrochloride), C1(=CC=CC2=CC=CC=C12)[C@@H](C)N ((R)-(+)-1-(1-naphthyl)ethylamine), FC(C=1C=C(C=CC1)C=CC=O)(F)F (3-[3-(trifluoromethyl)phenyl]propenaldehyde). The product is C1(=CC=CC2=CC=CC=C12)C(C)N (1-(1-naphthyl)ethylamine). As a reaction SMILES: [CH3:1][C@@H:2]([NH:13]CCCC1C=CC=C(C(F)(F)F)C=1)[C:3]1[CH:4]=[CH:5][CH:6]=[C:7]2[CH:12]=[CH:11][CH:10]=[CH:9][C:8]=12.Cl.C1([C@H](N)C)C2C(=CC=CC=2)C=CC=1.FC(F)(F)C1C=C(C=CC=O)C=CC=1>>[C:3]1([CH:2]([NH2:13])[CH3:1])[C:8]2[C:7](=[CH:12][CH:11]=[CH:10][CH:9]=2)[CH:6]=[CH:5][CH:4]=1 |f:0.1|. Procedure: The invention therefore relates to a process for the preparation of cinacalcet hydrochloride (I) which includes the steps of: a) reacting (R)-(+)-1-(1-naphthyl)ethylamine (II) with 3-[3-(trifluoromethyl)phenyl]propenaldehyde (III) to afford the non isolated intermediate (R)—N-[3-[3-(trifluoromethyl)phenyl]-2-propenylimino-N-[1-(1-naphthyl)ethylamine (IV); b) reducing the non isolated intermediate (R)—N-[3-[3-(trifluoromethyl)phenyl]-2-propenylimino-N-[1-(1-naphthyl)ethylamine (IV) with a sequent... The reactants are CC(=O)OC(C)=O, Cc1cc(C(=O)O)cc(C)c1O, O, c1ccncc1. The product is CC(=O)Oc1c(C)cc(C(=O)O)cc1C. As a reaction SMILES: [CH3:13][C:14](=[O:15])[O:16][C:17](=[O:18])[CH3:19].[CH3:1][c:2]1[cH:3][c:4]([C:5](=[O:6])[OH:7])[cH:8][c:9]([CH3:12])[c:10]1[OH:11].[OH2:20].[cH:21]1[cH:22][cH:23][n:24][cH:25][cH:26]1>>[CH3:1][c:2]1[cH:3][c:4]([C:5](=[O:6])[OH:7])[cH:8][c:9]([CH3:12])[c:10]1[O:11][C:14]([CH3:13])=[O:15].